From a dataset of the Open Reaction Database (ORD), a public repository of structured organic reaction records. describe an organic reaction: reactants, conditions, products, and yield Reaction SMILES: [NH2:1][C:2]1([C:7]([NH:9][CH:10]2[CH2:16][CH2:15][C:14]3[CH:17]=[CH:18][CH:19]=[CH:20][C:13]=3[N:12]3[CH:21]=[CH:22][N:23]=[C:11]23)=[O:8])[CH2:6][CH2:5][CH2:4][CH2:3]1.[Cl:24][C:25]1[CH:33]=[CH:32][C:28]([C:29](O)=[O:30])=[CH:27][CH:26]=1.Cl.CN(C)CCCN=C=NCC.ON1C2C=CC=CC=2N=N1.C(N(C(C)C)CC)(C)C>O1CCCC1.CCOC(C)=O>[Cl:24][C:25]1[CH:33]=[CH:32][C:28]([C:29]([NH:1][C:2]2([C:7](=[O:8])[NH:9][CH:10]3[CH2:16][CH2:15][C:14]4[CH:17]=[CH:18][CH:19]=[CH:20][C:13]=4[N:12]4[CH:21]=[CH:22][N:23]=[C:11]34)[CH2:3][CH2:4][CH2:5][CH2:6]2)=[O:30])=[CH:27][CH:26]=1 |f:2.3|. The product is ClC1=CC=C(C(=O)NC2(CCCC2)C(NC2C=3N(C4=C(CC2)C=CC=C4)C=CN3)=O)C=C1 (4-Chloro-N-[1-(5,6-dihydro-4H-imidazo[1,2-a][1]benzazepin-4-ylcarbamoyl)cyclopentyl]benzamide). Run in CCOC(=O)C (EtOAc), O1CCCC1 (tetrahydrofuran). Yield: 44.2%. Reported procedure: Combine 1-amino-N-(5,6-dihydro-4H-imidazo[1,2-a][1]benzazepin-4-yl)cyclopentanecarboxamide (158 mg, 509.02 μmoles), 4-chlorobenzoic acid (95.64 mg, 610.83 μmoles), 1-(3-dimethylaminopropyl)-3-ethylcarbodiimide hydrochloride (117.10 mg, 610.83 μmoles), and 1-hydroxybenzotriazole (82.54 mg, 610.83 μmoles;) in tetrahydrofuran (12 mL). Add diisopropylethylamine (106.53 μL, 610.83 μmoles) and stir the reaction at ambient temperature for approximately 16 hours. Dilute the reaction with EtOAc, wash wit... Starting materials: C(C)(C)N(CC)C(C)C (diisopropylethylamine), NC1(CCCC1)C(=O)NC1C=2N(C3=C(CC1)C=CC=C3)C=CN2 (1-amino-N-(5,6-dihydro-4H-imidazo[1,2-a][1]benzazepin-4-yl)cyclopentanecarboxamide), ON1N=NC2=C1C=CC=C2 (1-hydroxybenzotriazole), ClC1=CC=C(C(=O)O)C=C1 (4-chlorobenzoic acid), Cl.CN(CCCN=C=NCC)C (1-(3-dimethylaminopropyl)-3-ethylcarbodiimide hydrochloride).